This data is from the Open Reaction Database (ORD), a public repository of structured organic reaction records. The task is: describe an organic reaction: reactants, conditions, products, and yield Reactants: CCOC(=O)c1cnc(-c2ccccc2)n1C, CCO, Cl, [Na+], [OH-]. The product is Cn1c(C(=O)O)cnc1-c1ccccc1. As a reaction SMILES: [CH3:1][n:2]1[c:3](-[c:12]2[cH:13][cH:14][cH:15][cH:16][cH:17]2)[n:4][cH:5][c:6]1[C:7](=[O:8])[O:9][CH2:10][CH3:11].[CH3:21][CH2:22][OH:23].[ClH:20].[Na+:19].[OH-:18]>>[CH3:1][n:2]1[c:3](-[c:12]2[cH:13][cH:14][cH:15][cH:16][cH:17]2)[n:4][cH:5][c:6]1[C:7](=[O:8])[OH:9]. The reactants are C(CCO)O (1,3-propanediol), CC(C)(C)[O-].[K+] (KOt-Bu), ClC1=C2C=CC=CC2=C(C2=CC=CC=C12)C=O (10-chloro-9-anthracenecarbaldehyde). Run in O (H2O). Run at time 2.5 hour. Product: OCCCOC1=C2C=CC=CC2=C(C2=CC=CC=C12)C=O (10-[3-(Hydroxy)propoxy]anthracene-9-carbaldehyde). Reaction SMILES: [CH2:1]([OH:5])[CH2:2][CH2:3][OH:4].CC([O-])(C)C.[K+].Cl[C:13]1[C:26]2[C:21](=[CH:22][CH:23]=[CH:24][CH:25]=2)[C:20]([CH:27]=[O:28])=[C:19]2[C:14]=1[CH:15]=[CH:16][CH:17]=[CH:18]2>O>[OH:4][CH2:3][CH2:2][CH2:1][O:5][C:13]1[C:26]2[C:21](=[CH:22][CH:23]=[CH:24][CH:25]=2)[C:20]([CH:27]=[O:28])=[C:19]2[C:14]=1[CH:15]=[CH:16][CH:17]=[CH:18]2 |f:1.2|. Reported procedure: To a 1 L 3-necked RB flask equipped with overhead stirrer, condenser, thermometer and N2 inlet line with bubbler was added 1,3-propanediol (Aldrich, 500 mL) and KOt-Bu (MCB, 14.03 g, 0.125 mol). After stirring for 30 min 10-chloro-9-anthracenecarbaldehyde (Aldrich, 25.0 g, 0.104 mol) was added to the flask and the mixture further stirred at 90° for 2.5 h. The reaction mixture was poured into H2O (5 L), filtered, dissolved in EtOAc, washed with H2O (3×500 mL), dried (Na2SO4), filtered and the sol...